From a dataset of the Open Reaction Database (ORD), a public repository of structured organic reaction records. describe an organic reaction: reactants, conditions, products, and yield Reactants: C1(=CC=CC=C1)N1C(C2=C(C=3C=CC=NC13)N=CN2)=O (5-Phenyl-3H-imidazo[4,5-c][1,8]naphthyridin-4(5H)-one), [H-].[Na+] (sodium hydride), saturated aqueous solution, [Cl-].[NH4+] (ammonium chloride), CI (methyl iodide), [H][H] (hydrogen). The solvent is 3, CN(C=O)C (dimethylformamide). Reaction conditions: time 5 hour. Product: CN1C=NC2=C1C(N(C=1N=CC=CC21)C2=CC=CC=C2)=O (3-Methyl-5-phenyl-3H-imidazo[4,5-c][1,8]naphthyridin-4(5H)-one). Isolated yield 71.2%. RXN SMILES: [C:1]1([N:7]2[C:16]3[N:15]=[CH:14][CH:13]=[CH:12][C:11]=3[C:10]3[N:17]=[CH:18][NH:19][C:9]=3[C:8]2=[O:20])[CH:6]=[CH:5][CH:4]=[CH:3][CH:2]=1.[H-].[Na+].[H][H].[CH3:25]I.[Cl-].[NH4+]>CN(C)C=O>[CH3:25][N:19]1[C:9]2[C:8](=[O:20])[N:7]([C:1]3[CH:2]=[CH:3][CH:4]=[CH:5][CH:6]=3)[C:16]3[N:15]=[CH:14][CH:13]=[CH:12][C:11]=3[C:10]=2[N:17]=[CH:18]1 |f:1.2,5.6|. Procedure details: In 3 0 ml of dimethylformamide was dissolved 0.80 g (3.1 mmol) of Compound 3 obtained in Example 3, and 0.18 g (4.6 mmol) of 60% sodium hydride in oil was added to the solution at room temperature. After evolution of hydrogen ceased, 0.40 ml (6.3 mmol) of methyl iodide was added to the reaction mixture, followed by stirring for 5 hours. Then, 2 ml of a saturated aqueous solution of ammonium chloride was added to the mixture, and the solvent was distilled off under reduced pressure. The resulting... The reactants are C(C)(C)(C)C1=CC=C(C=O)C=C1 (4-tert-butylbenzaldehyde), C(CCC)N (butylamine), [BH4-].[Na+] (sodium borohydride). Reagents/catalysts: Cl (HCl). The solvent is CO (methanol). The product is C(CCC)NCC1=CC=C(C=C1)C(C)(C)C (butyl-(4-tert-butyl-benzyl)-amine). Yield: 76.1%. RXN SMILES: [C:1]([C:5]1[CH:12]=[CH:11][C:8]([CH:9]=O)=[CH:7][CH:6]=1)([CH3:4])([CH3:3])[CH3:2].[CH2:13]([NH2:17])[CH2:14][CH2:15][CH3:16].[BH4-].[Na+]>CO.Cl>[CH2:13]([NH:17][CH2:9][C:8]1[CH:11]=[CH:12][C:5]([C:1]([CH3:4])([CH3:3])[CH3:2])=[CH:6][CH:7]=1)[CH2:14][CH2:15][CH3:16] |f:2.3|. Reported procedure: 0.5 ml of 4-tert-butylbenzaldehyde (3 mmol) and 0.20 ml of butylamine (2 mmol) were dissolved in 5 ml methanol at rt and then refluxed for 17 h. After cooling down to rt, 113 mg (3 mmol) of sodium borohydride were added and the reaction mixture was then refluxed for 3 h. After cooling down to rt, the reaction mixture was treated with 4 drops 1 N HCl and concentrated in vacuo. The residue was diluted with water/EtOAc. After separation of the organic phase, the aqueous phase was extracted with EtO... The reactants are NC1=C(C(=O)N(CC)CC)C=C(C=C1)C=1C=NN(C1)CCCO (2-amino-N,N-diethyl-5-[1-(3-hydroxypropyl)-1H-pyrazol-4-yl]benzamide), NC1=C(C(=O)NOC)C=C(C=C1)Br (2-amino-5-bromo-N-methoxybenzamide), NC1=C(C(=O)NOC)C=C(C=C1)Br (2-amino-5-bromo-N-methoxybenzamide). Product: NC1=C(C(=O)NOC)C=C(C=C1)C=1C=NN(C1)CCCO (2-Amino-5-[1-(3-hydroxypropyl)-1H-pyrazol-4-yl]-N-methoxybenzamide). Isolated yield 14.0%. Reaction SMILES: [NH2:1][C:2]1[CH:14]=[CH:13][C:12]([C:15]2[CH:16]=[N:17][N:18]([CH2:20][CH2:21][CH2:22][OH:23])[CH:19]=2)=[CH:11][C:3]=1[C:4]([N:6](CC)CC)=[O:5].NC1C=CC(Br)=CC=1[C:27](NOC)=[O:28]>>[NH2:1][C:2]1[CH:14]=[CH:13][C:12]([C:15]2[CH:16]=[N:17][N:18]([CH2:20][CH2:21][CH2:22][OH:23])[CH:19]=2)=[CH:11][C:3]=1[C:4]([NH:6][O:28][CH3:27])=[O:5]. Reported procedure: Prepared analogously to Compound 3C replacing Compound 3D with 2-amino-5-bromo-N-methoxybenzamide (Compound 26D, 1 g, 4.08 mmol) to afford 169 mg of the title compound (14%). 1H NMR (400 MHz, CD3OD) δ=7.85 (d, J=0.5 Hz, 1H), 7.74 (d, J=0.8 Hz, 1H), 7.54 (d, J=2.0 Hz, 1H), 7.41 (dd, J=2.2, 8.5 Hz, 1H), 6.79 (d, J=8.6 Hz, 1H), 4.25 (t, J=7.0 Hz, 2H), 3.81 (s, 3H), 3.54 (t, J=6.2 Hz, 2H), 2.06 (t, J=6.4 Hz, 2H). MS (ESI): m/z=291.13 [MH]. UPLC: tR=0.85 min (UPLC-TOF: polar—3 min).